Task: describe an organic reaction: reactants, conditions, products, and yield. Dataset: the Open Reaction Database (ORD), a public repository of structured organic reaction records Reactants: C1=CC=C(C=C1)/C=C/CO[C@H]2[C@@H]([C@H]([C@@H]([C@H](O2)CO)O)O)O (rosin), C(CCCCCCCCCCC\C=C/CCCCCCCC)(=O)O (erucic acid). Conditions: time 15 hour. The product is C1=CC=C(C=C1)/C=C/CO[C@H]2[C@@H]([C@H]([C@@H]([C@H](O2)CO)O)O)O.C(CCCCCCCCCCC\C=C/CCCCCCCC)(=O)O (rosin erucic acid). Yield: 253.1%. RXN SMILES: [CH:1]1[CH:6]=[CH:5][C:4](/[CH:7]=[CH:8]/[CH2:9][O:10][C@@H:11]2[O:16][C@H:15]([CH2:17][OH:18])[C@@H:14]([OH:19])[C@H:13]([OH:20])[C@H:12]2[OH:21])=[CH:3][CH:2]=1.[C:22]([OH:45])(=[O:44])[CH2:23][CH2:24][CH2:25][CH2:26][CH2:27][CH2:28][CH2:29][CH2:30][CH2:31][CH2:32][CH2:33]/[CH:34]=[CH:35]\[CH2:36][CH2:37][CH2:38][CH2:39][CH2:40][CH2:41][CH2:42][CH3:43]>>[CH:1]1[CH:2]=[CH:3][C:4](/[CH:7]=[CH:8]/[CH2:9][O:10][C@@H:11]2[O:16][C@H:15]([CH2:17][OH:18])[C@@H:14]([OH:19])[C@H:13]([OH:20])[C@H:12]2[OH:21])=[CH:5][CH:6]=1.[C:22]([OH:45])(=[O:44])[CH2:23][CH2:24][CH2:25][CH2:26][CH2:27][CH2:28][CH2:29][CH2:30][CH2:31][CH2:32][CH2:33]/[CH:34]=[CH:35]\[CH2:36][CH2:37][CH2:38][CH2:39][CH2:40][CH2:41][CH2:42][CH3:43] |f:2.3|. Reported procedure: Into a 1000 mL reaction vessel equipped with a stirrer, a thermometer and a gas-introducing tube were charged 47 g (0.14 mol) of hydrogenated rosin (KP-610, manufactured by Arakawa Chemical Industries, Ltd.), 48 g (0.14 mol) of erucic acid, 160 g (0.28 mol) of dimerdiol (PESPOL HP-1000, manufactured by TOAGOSEI Co. Ltd.). After inner air was replaced with nitrogen, a dehydration was conducted at 240° C. for 15 hours under a nitrogen flow. After cooling, unreacted acids were removed with an aqueo... Starting materials: N([C@@H](COC(C)(C)C)C(=O)OCC(Cl)(Cl)Cl)C(=O)OCC1C2=CC=CC=C2C2=CC=CC=C12 (Fmoc-Ser(tBu)-OTce). Run in C(=O)(C(F)(F)F)O.O (TFA H2O). Conditions: time 5 hour. Yields the product N([C@@H](CO)C(=O)OCC(Cl)(Cl)Cl)C(=O)OCC1C2=CC=CC=C2C2=CC=CC=C12 (Fmoc-Ser-OTce). As a reaction SMILES: [NH:1]([C:17]([O:19][CH2:20][CH:21]1[C:33]2[C:28](=[CH:29][CH:30]=[CH:31][CH:32]=2)[C:27]2[C:22]1=[CH:23][CH:24]=[CH:25][CH:26]=2)=[O:18])[C@H:2]([C:9]([O:11][CH2:12][C:13]([Cl:16])([Cl:15])[Cl:14])=[O:10])[CH2:3][O:4]C(C)(C)C>C(O)(C(F)(F)F)=O.O>[NH:1]([C:17]([O:19][CH2:20][CH:21]1[C:22]2[C:27](=[CH:26][CH:25]=[CH:24][CH:23]=2)[C:28]2[C:33]1=[CH:32][CH:31]=[CH:30][CH:29]=2)=[O:18])[C@H:2]([C:9]([O:11][CH2:12][C:13]([Cl:14])([Cl:15])[Cl:16])=[O:10])[CH2:3][OH:4] |f:1.2|. Procedure details: Fmoc-Ser(tBu)-OTce was dissolved in TFA-H2O (19:1, 10 mL) and allowed to stir for 5 h. The reaction mixture was concentrated in vacuo and purified by flash chromatography (EtOAc-Hexane, 3:7) to give Fmoc-Ser-OTce (0.83 g, 1.8 mmol, 69% overall yield for the two steps).